This data is from the Open Reaction Database (ORD), a public repository of structured organic reaction records. The task is: describe an organic reaction: reactants, conditions, products, and yield Reactants: [Br-], [Br-], CC(C)(C)OC(=O)N1CCC(c2ccc(OCCCOCc3ccccc3)cc2)C(OCCO)C1, CC#N, c1ccc(P(c2ccccc2)c2ccccc2)cc1, c1ccncc1. The product is CC(C)(C)OC(=O)N1CCC(c2ccc(OCCCOCc3ccccc3)cc2)C(OCCBr)C1. As a reaction SMILES: [Br-:1].[Br-:2].[CH2:28]([c:29]1[cH:30][cH:31][cH:32][cH:33][cH:34]1)[O:35][CH2:36][CH2:37][CH2:38][O:39][c:40]1[cH:41][cH:42][c:43]([CH:46]2[CH:47]([O:59][CH2:60][CH2:61][OH:62])[CH2:48][N:49]([C:52](=[O:53])[O:54][C:55]([CH3:56])([CH3:57])[CH3:58])[CH2:50][CH2:51]2)[cH:44][cH:45]1.[CH3:63][C:64]#[N:65].[c:3]1([P:4]([c:5]2[cH:6][cH:7][cH:8][cH:9][cH:10]2)[c:11]2[cH:12][cH:13][cH:14][cH:15][cH:16]2)[cH:17][cH:18][cH:19][cH:20][cH:21]1.[cH:22]1[cH:23][cH:24][n:25][cH:26][cH:27]1>>[Br:1][CH2:61][CH2:60][O:59][CH:47]1[CH:46]([c:43]2[cH:42][cH:41][c:40]([O:39][CH2:38][CH2:37][CH2:36][O:35][CH2:28][c:29]3[cH:30][cH:31][cH:32][cH:33][cH:34]3)[cH:45][cH:44]2)[CH2:51][CH2:50][N:49]([C:52](=[O:53])[O:54][C:55]([CH3:56])([CH3:57])[CH3:58])[CH2:48]1. Reactants: FC(C=1N=C2SC=CN2C1)(F)F (6-trifluoromethyl-imidazo[2,1-b]thiazole), O=P(Cl)(Cl)Cl (POCl3), CN(C)C=O (DMF), Cl(=O)[O-].[Na+] (sodium chlorite), NaH2PO4. The solvent is C(Cl)(Cl)Cl (chloroform), C(C)(C)(C)O (tert.-butanol), C(Cl)(Cl)Cl (chloroform), O (water). Reaction conditions: time 3 hour. Yields the product FC(C=1N=C2SC=CN2C1C(=O)O)(F)F (6-trifluoromethyl-imidazo[2,1-b]thiazole-5-carboxylic acid). Reaction SMILES: O=P(Cl)(Cl)Cl.CN([CH:9]=[O:10])C.[F:11][C:12]([F:22])([F:21])[C:13]1[N:14]=[C:15]2[N:19]([CH:20]=1)[CH:18]=[CH:17][S:16]2.Cl([O-])=[O:24].[Na+]>C(Cl)(Cl)Cl.C(O)(C)(C)C.O>[F:22][C:12]([F:21])([F:11])[C:13]1[N:14]=[C:15]2[N:19]([C:20]=1[C:9]([OH:10])=[O:24])[CH:18]=[CH:17][S:16]2 |f:3.4|. Reported procedure: At 0° C. POCl3 (17.1 mmol) is added dropwise to a solution of DMF (20.6 mmol) in chloroform (5.0 mL). A solution of 6-trifluoromethyl-imidazo[2,1-b]thiazole (3.17 mmol) in chloroform (15 mL) is added dropwise at 0° C. and the mixture is stirred for 3 h at RT. After heating for 2.5 d to reflux the mixture is poured into ice, extracted three times with DCM, dried over MgSO4 and concentrated under reduced pressure. DCM is added, the obtained precipitate is filtered off and the filtrate is concentra... The reactants are C1CCOC1, CCOC(C)=O, Cc1c(B2OC(C)(C)C(C)(C)O2)cc(Cl)cc1N1CCN(C(=O)OC(C)(C)C)CC1, [Na+], [OH-], OO, O=C(O)CC(O)(CC(=O)O)C(=O)O. Yields the product Cc1c(O)cc(Cl)cc1N1CCN(C(=O)OC(C)(C)C)CC1. As a reaction SMILES: [CH2:48]1[O:49][CH2:50][CH2:51][CH2:52]1.[CH3:53][CH2:54][O:55][C:56](=[O:57])[CH3:58].[Cl:1][c:2]1[cH:3][c:4]([B:22]2[O:23][C:24]([CH3:25])([CH3:26])[C:27]([CH3:28])([CH3:29])[O:30]2)[c:5]([CH3:21])[c:6]([N:8]2[CH2:9][CH2:10][N:11]([C:14](=[O:15])[O:16][C:17]([CH3:18])([CH3:19])[CH3:20])[CH2:12][CH2:13]2)[cH:7]1.[Na+:32].[OH-:31].[OH:33][OH:34].[OH:35][C:36]([CH2:37][C:38]([C:39](=[O:40])[OH:41])([CH2:42][C:43](=[O:44])[OH:45])[OH:46])=[O:47]>>[Cl:1][c:2]1[cH:3][c:4]([OH:35])[c:5]([CH3:21])[c:6]([N:8]2[CH2:9][CH2:10][N:11]([C:14](=[O:15])[O:16][C:17]([CH3:18])([CH3:19])[CH3:20])[CH2:12][CH2:13]2)[cH:7]1. The reactants are C(C)(C)(C)OC(N)=O (carbamic acid tert-butyl ester), C(C)(C)N(CC)C(C)C (diisopropylethyl amine), C(C)(=O)OCC (ethyl acetate), CC=1C=CC=C(C1C1=CC=C(C=C1)C(F)(F)F)C(=O)Cl (6-methyl-4′-trifluoromethylbiphenyl-2-carboxylic acid chloride). The solvent is C(Cl)Cl (methylene chloride), C(Cl)Cl (methylene chloride). Conditions: time 16 hour. The product is C(C)(C)(C)OC(NC1CC2=CC=C(C=C2C1)NC(=O)C=1C(=C(C=CC1)C)C1=CC=C(C=C1)C(F)(F)F)=O ({5-[(6-methyl-4′-trifluoromethylbiphenyl-2-carbonyl)-amino]-indan-2-yl}-carbamic acid terf-butyl ester). RXN SMILES: [C:1]([O:5][C:6](=[O:8])[NH2:7])([CH3:4])([CH3:3])[CH3:2].C([N:12]([CH:15]([CH3:17])[CH3:16])CC)(C)C.[CH3:18][C:19]1[CH:20]=[CH:21][CH:22]=[C:23]([C:35](Cl)=[O:36])[C:24]=1[C:25]1[CH:30]=[CH:29][C:28]([C:31]([F:34])([F:33])[F:32])=[CH:27][CH:26]=1.C(O[CH2:42][CH3:43])(=O)C>C(Cl)Cl>[C:1]([O:5][C:6](=[O:8])[NH:7][CH:43]1[CH2:42][C:3]2[C:1](=[CH:2][CH:17]=[C:15]([NH:12][C:35]([C:23]3[C:24]([C:25]4[CH:30]=[CH:29][C:28]([C:31]([F:34])([F:33])[F:32])=[CH:27][CH:26]=4)=[C:19]([CH3:18])[CH:20]=[CH:21][CH:22]=3)=[O:36])[CH:16]=2)[CH2:4]1)([CH3:4])([CH3:3])[CH3:2]. Procedure: To a solution of 5-amino-indan-2-yl)-carbamic acid tert-butyl ester (12.5 mmol) in methylene chloride (75 mL) is added diisopropylethyl amine (3.3 g, 25 mmol) followed by a solution of 6-methyl-4′-trifluoromethylbiphenyl-2-carboxylic acid chloride in methylene chloride (See Example 14, 12.6 mmol). After stirring 16 h, the reaction mixture is poured into ethyl acetate and washed with 1N HCl, NaHCO3 solution, and brine. The organic layer is dried (MgSO4) and concentrated under reduced pressure to ... Starting materials: C(C)(=O)N1[C@H](C[C@H](C2=CC(=CC=C12)C#C)NC1=NC=CC=N1)C ((2S,4R)-1-acetyl-6-ethynyl-2-methyl-N-2-pyrimidinyl-1,2,3,4-tetrahydro-4-quinolinamine), CN(C=O)C (N,N-dimethylformamide), C[Si](C)(C)N=[N+]=[N-] (trimethylsilyl azide), Intermediate 114. Reagents/catalysts: [Cu]I (copper (I) iodide). Solvent: CO (methanol). Conditions: temperature 100 celsius, time 1 hour. Product: C(C)(=O)N1[C@H](C[C@H](C2=CC(=CC=C12)C=1N=NNC1)NC1=NC=CC=N1)C ((2S,4R)-1-acetyl-2-methyl-N-2-pyrimidinyl-6-(1H-1,2,3-triazol-4-yl)-1,2,3,4-tetrahydro-4-quinolinamine). Yield: 5.8%. As a reaction SMILES: [C:1]([N:4]1[C:13]2[C:8](=[CH:9][C:10]([C:14]#[CH:15])=[CH:11][CH:12]=2)[C@H:7]([NH:16][C:17]2[N:22]=[CH:21][CH:20]=[CH:19][N:18]=2)[CH2:6][C@@H:5]1[CH3:23])(=[O:3])[CH3:2].CN(C)C=O.C[Si]([N:33]=[N+:34]=[N-:35])(C)C>[Cu]I.CO>[C:1]([N:4]1[C:13]2[C:8](=[CH:9][C:10]([C:14]3[N:33]=[N:34][NH:35][CH:15]=3)=[CH:11][CH:12]=2)[C@H:7]([NH:16][C:17]2[N:18]=[CH:19][CH:20]=[CH:21][N:22]=2)[CH2:6][C@@H:5]1[CH3:23])(=[O:3])[CH3:2]. Procedure: A flask was charged with (2S,4R)-1-acetyl-6-ethynyl-2-methyl-N-2-pyrimidinyl-1,2,3,4-tetrahydro-4-quinolinamine (for a preparation see Intermediate 114) (45 mg, 0.147 mmol) and copper (I) iodide (2.80 mg, 0.015 mmol) then filled with N,N-dimethylformamide (DMF) (1.8 mL) and methanol (0.200 mL) and the resulting mixture was treated with trimethylsilyl azide (0.078 mL, 0.588 mmol). The flask was flushed with nitrogen then the mixture was stirred at 100° C. for 1 h under microwave irradiation then ...